Dataset: the Open Reaction Database (ORD), a public repository of structured organic reaction records. Task: describe an organic reaction: reactants, conditions, products, and yield Starting materials: [BH4-].[Li+] (lithium borohydride), BrC=1C=C(C(=O)OC)C(=CC1)SC1=CC=CC=C1 (methyl 3-bromo-6-(phenylthio)-benzoate), O (water), 3-N, Cl (hydrochloric acid). Run in O1CCCC1 (tetrahydrofuran), O1CCCC1 (tetrahydrofuran). Reaction conditions: temperature 5 celsius, time 4 hour. The product is BrC=1C=C(CO)C(=CC1)SC1=CC=CC=C1 (3-bromo-6-(phenylthio)-benzyl alcohol). As a reaction SMILES: [BH4-].[Li+].[Br:3][C:4]1[CH:5]=[C:6]([C:11]([S:14][C:15]2[CH:20]=[CH:19][CH:18]=[CH:17][CH:16]=2)=[CH:12][CH:13]=1)[C:7](OC)=[O:8].Cl.O>O1CCCC1>[Br:3][C:4]1[CH:5]=[C:6]([C:11]([S:14][C:15]2[CH:16]=[CH:17][CH:18]=[CH:19][CH:20]=2)=[CH:12][CH:13]=1)[CH2:7][OH:8] |f:0.1|. Reported procedure: A stirred solution of 65 g of lithium borohydride in 1 litre of tetrahydrofuran is treated dropwise under a nitrogen atmosphere over a period of 120 minutes with a solution of 483 g of methyl 3-bromo-6-(phenylthio)-benzoate in 1 litre of tetrahydrofuran. The mixture is stirred for a further 4 hours under reflux. The solution is cooled to 5° C and treated dropwise over a period of 3 hours with 700 ml of 3-N hydrochloric acid. After the addition of approximately 5 litres of water, the mixture is e... The reactants are C(C(C=O)O)O (DL-Glyceraldehyde), OCC(CO)=O (1,3-dihydroxy-2-propanone). Yields the product OCC(=O)[C@H](O)[C@@H](O)[C@@H](O)CO (L-fructose), hexulose. As a reaction SMILES: [CH2:1]([OH:6])[CH:2]([OH:5])[CH:3]=[O:4].[OH:7][CH2:8][C:9](=[O:12])[CH2:10][OH:11]>>[OH:4][CH2:3][C:2]([C@@H:1]([C@H:8]([C@H:9]([CH2:10][OH:11])[OH:12])[OH:7])[OH:6])=[O:5]. Procedure details: Recently, L-fructose was prepared by aldol condensation. See S. Morgenlie, Carbohydr. Res., 107 (1982) 137-141. DL-Glyceraldehyde condensed with 1,3-dihydroxy-2-propanone catalyzed by Dowex 1 (OH-) resin to give a hexulose mixture. Crystallization of the mixture from methanol yielded 54% of DL-fructose. Treatment of the DL-fructose mixture with baker's yeast gave a product from which 62% of 2,3:4,5-di-O-isopropylidene-β-L-fructopyranose was isolated after acetonation. When L-glyceraldehyde was u... Run at time 8 hour. The reactants are FC(CCC(=O)OCC)(CCC(=O)OCC)F (diethyl 4,4-difluoroheptanedioate), CC(C)(C)[O-].[K+] (potassium 2-methylpropan-2-olate). Product: FC1(CCC(C(C1)C(=O)OCC)=O)F (ethyl 5,5-difluoro-2-oxocyclohexanecarboxylate). As a reaction SMILES: [F:1][C:2]([F:17])([CH2:10][CH2:11][C:12]([O:14]CC)=O)[CH2:3][CH2:4][C:5]([O:7][CH2:8][CH3:9])=[O:6].CC([O-])(C)C.[K+]>C1(C)C=CC=CC=1>[F:17][C:2]1([F:1])[CH2:3][CH:4]([C:5]([O:7][CH2:8][CH3:9])=[O:6])[C:12](=[O:14])[CH2:11][CH2:10]1 |f:1.2|. Procedure: To a solution of diethyl 4,4-difluoroheptanedioate (4.3 g) in toluene (50 mL) was added potassium 2-methylpropan-2-olate (2.87 g) and the reaction stirred overnight at room temperature. The reaction was quenched with 1N aqueous HCl (100 mL) and extracted with diethyl ether (150 mL). The ether layer was washed with brine (50 mL), dried over magnesium sulfate, filtered, and concentrated. Silica gel chromatography (Reveleris 40 g) eluting with a gradient of 1% to 5% ethyl acetate/hexanes gave the t... Run in C1(=CC=CC=C1)C (toluene). The reactants are [B-](F)(F)(F)F.[B-](F)(F)(F)F.C1C[N+]2(CC[N+]1(CC2)CCl)F (SelectFluor), reagent, C(C)(C)(C)O[C@H](C(=O)OCC)C1=C(C2=CC=C(C=C2C=C1C)C)O ((S)-ethyl 2-tert-butoxy-2-(1-hydroxy-3,6-dimethylnaphthalen-2-yl)acetate). Solvent: CC#N (MeCN). The product is C(C)(C)(C)O[C@H](C(=O)OCC)C1=C(C2=CC=C(C=C2C(=C1C)F)C)O ((S)-ethyl 2-tert-butoxy-2-(4-fluoro-1-hydroxy-3,6-dimethylnaphthalen-2-yl)acetate). RXN SMILES: [C:1]([O:5][C@@H:6]([C:12]1[C:21]([CH3:22])=[CH:20][C:19]2[C:14](=[CH:15][CH:16]=[C:17]([CH3:23])[CH:18]=2)[C:13]=1[OH:24])[C:7]([O:9][CH2:10][CH3:11])=[O:8])([CH3:4])([CH3:3])[CH3:2].[B-](F)(F)(F)[F:26].[B-](F)(F)(F)F.C1[N+]2(CCl)CC[N+](F)(CC2)C1>CC#N>[C:1]([O:5][C@@H:6]([C:12]1[C:21]([CH3:22])=[C:20]([F:26])[C:19]2[C:14](=[CH:15][CH:16]=[C:17]([CH3:23])[CH:18]=2)[C:13]=1[OH:24])[C:7]([O:9][CH2:10][CH3:11])=[O:8])([CH3:4])([CH3:3])[CH3:2] |f:1.2.3|. Procedure: A solution of (S)-ethyl 2-tert-butoxy-2-(1-hydroxy-3,6-dimethylnaphthalen-2-yl)acetate (0.62 g, 1.9 mmol) in MeCN (14 mL) cooled to 0° C. was treated with SelectFluor® fluorinating reagent (0.66 g, 1.9 mmol). The cold bath was removed and after 90 minutes the reaction was quenched with pH 7 buffer solution. The aqueous layer was extracted with EtOAc and the combined organics washed with brine and dried over anhydrous MgSO4 and filtered. Following concentration in vacuo, the desired product was o...